From a dataset of the Open Reaction Database (ORD), a public repository of structured organic reaction records. describe an organic reaction: reactants, conditions, products, and yield Reactants: CC(=O)O, CCOC(=O)c1ccc(Oc2nc(Cl)ncc2[N+](=O)[O-])cc1, CO. The product is CCOC(=O)c1ccc(Oc2nc(Cl)ncc2N)cc1. RXN SMILES: [C:23]([OH:24])(=[O:25])[CH3:26].[CH2:1]([CH3:2])[O:3][C:4]([c:5]1[cH:6][cH:7][c:8]([O:11][c:12]2[n:13][c:14]([Cl:21])[n:15][cH:16][c:17]2[N+:18]([O-:19])=[O:20])[cH:9][cH:10]1)=[O:22].[CH3:27][OH:28]>>[CH2:1]([CH3:2])[O:3][C:4]([c:5]1[cH:6][cH:7][c:8]([O:11][c:12]2[n:13][c:14]([Cl:21])[n:15][cH:16][c:17]2[NH2:18])[cH:9][cH:10]1)=[O:22].